Dataset: the Open Reaction Database (ORD), a public repository of structured organic reaction records. Task: describe an organic reaction: reactants, conditions, products, and yield The reactants are O=C(OCc1ccccc1)N1CCN(c2ncccc2NC(=O)C(F)(F)F)CC1, CCO. Product: O=C(Nc1cccnc1N1CCNCC1)C(F)(F)F. Reaction SMILES: [CH2:1]([O:2][C:3](=[O:4])[N:11]1[CH2:12][CH2:13][N:14]([c:17]2[n:18][cH:19][cH:20][cH:21][c:22]2[NH:23][C:24]([C:25]([F:26])([F:27])[F:28])=[O:29])[CH2:15][CH2:16]1)[c:5]1[cH:6][cH:7][cH:8][cH:9][cH:10]1.[CH3:30][CH2:31][OH:32]>>[NH:11]1[CH2:12][CH2:13][N:14]([c:17]2[n:18][cH:19][cH:20][cH:21][c:22]2[NH:23][C:24]([C:25]([F:26])([F:27])[F:28])=[O:29])[CH2:15][CH2:16]1. Reactants: CS(=O)(=O)Cl, Nc1ccc(OCC2CCN(C(=O)OCc3ccccc3)CC2)cc1, c1ccncc1. Product: CS(=O)(=O)Nc1ccc(OCC2CCN(C(=O)OCc3ccccc3)CC2)cc1. Reaction SMILES: [CH3:1][S:2]([Cl:3])(=[O:4])=[O:5].[NH2:6][c:7]1[cH:8][cH:9][c:10]([O:11][CH2:12][CH:13]2[CH2:14][CH2:15][N:16]([C:19](=[O:20])[O:21][CH2:22][c:23]3[cH:24][cH:25][cH:26][cH:27][cH:28]3)[CH2:17][CH2:18]2)[cH:29][cH:30]1.[cH:31]1[cH:32][cH:33][n:34][cH:35][cH:36]1>>[CH3:1][S:2](=[O:4])(=[O:5])[NH:6][c:7]1[cH:8][cH:9][c:10]([O:11][CH2:12][CH:13]2[CH2:14][CH2:15][N:16]([C:19](=[O:20])[O:21][CH2:22][c:23]3[cH:24][cH:25][cH:26][cH:27][cH:28]3)[CH2:17][CH2:18]2)[cH:29][cH:30]1. Starting materials: Cl (hydrochloric acid), CC(C#C)(C)OC=1C=C(C(=O)OC)C=CC1 (methyl 3-[(1,1-dimethylprop-2-yn-1-yl)oxy]benzoate), lithium hydroxide•monohydrate, CO (methanol), O (water). Run in O1CCCC1 (tetrahydrofuran). Run at time 12 hour. Yields the product CC(C#C)(C)OC=1C=C(C(=O)O)C=CC1 (3-[(1,1-dimethylprop-2-yn-1-yl)oxy]benzoic acid). The yield is 101.7%. RXN SMILES: [CH3:1][C:2]([O:6][C:7]1[CH:8]=[C:9]([CH:14]=[CH:15][CH:16]=1)[C:10]([O:12]C)=[O:11])([CH3:5])[C:3]#[CH:4].CO.O.Cl>O1CCCC1>[CH3:5][C:2]([O:6][C:7]1[CH:8]=[C:9]([CH:14]=[CH:15][CH:16]=1)[C:10]([OH:12])=[O:11])([CH3:1])[C:3]#[CH:4]. Reported procedure: To a solution of methyl 3-[(1,1-dimethylprop-2-yn-1-yl)oxy]benzoate (4.0 g, 18.3 mmol) in tetrahydrofuran (10 mL) were added lithium hydroxide•monohydrate (865 mg, 20.6 mmol), methanol (10 mL) and water (5 mL), and the mixture was stirred at room temperature for 12 hr. The reaction mixture was adjusted to pH 3 by slowly adding 1N hydrochloric acid, and extracted with ethyl acetate (100 mL×2). The ethyl acetate layers were combined, and dried over anhydrous sodium sulfate. The insoluble material ... Reactants: CC(C)(C)OC(=O)N(CCCCO)Cc1ccccc1, Cl, O=[Cr](=O)([O-])O[Cr](=O)(=O)[O-], CN(C)C=O, O, c1cc[nH+]cc1, c1cc[nH+]cc1. Yields the product CC(C)(C)OC(=O)N(CCCC(=O)O)Cc1ccccc1. As a reaction SMILES: [C:1]([CH3:2])([CH3:3])([CH3:4])[O:5][C:6]([N:7]([CH2:8][CH2:9][CH2:10][CH2:11][OH:12])[CH2:13][c:14]1[cH:15][cH:16][cH:17][cH:18][cH:19]1)=[O:20].[ClH:43].[Cr:21](=[O:22])([O:23][Cr:24]([O-:25])(=[O:26])=[O:27])([O-:28])=[O:29].[O:44]=[CH:45][N:46]([CH3:47])[CH3:48].[OH2:42].[nH+:30]1[cH:31][cH:32][cH:33][cH:34][cH:35]1.[nH+:36]1[cH:37][cH:38][cH:39][cH:40][cH:41]1>>[C:1]([CH3:2])([CH3:3])([CH3:4])[O:5][C:6]([N:7]([CH2:8][CH2:9][CH2:10][C:11](=[O:12])[OH:22])[CH2:13][c:14]1[cH:15][cH:16][cH:17][cH:18][cH:19]1)=[O:20].